This data is from the Open Reaction Database (ORD), a public repository of structured organic reaction records. The task is: describe an organic reaction: reactants, conditions, products, and yield Product: C1(CCCCCC1)NC=1SC(C(N1)=O)CC=1C=NC=CC1 (2-(cycloheptylamino)-5-(pyridin-3-ylmethyl)-1,3-thiazol-4(5H)-one). As a reaction SMILES: N[C@@H:2]([CH2:6][C:7]1[CH:8]=[N:9][CH:10]=[CH:11][CH:12]=1)[C:3]([OH:5])=O.[CH:13]1([NH:20][C:21]([NH2:23])=[S:22])[CH2:19][CH2:18][CH2:17][CH2:16][CH2:15][CH2:14]1>>[CH:13]1([NH:20][C:21]2[S:22][CH:2]([CH2:6][C:7]3[CH:8]=[N:9][CH:10]=[CH:11][CH:12]=3)[C:3](=[O:5])[N:23]=2)[CH2:19][CH2:18][CH2:17][CH2:16][CH2:15][CH2:14]1. Reactants: N[C@H](C(=O)O)CC=1C=NC=CC1 ((2S)-2-amino-3-pyridin-3-ylpropanoic acid), C1(CCCCCC1)NC(=S)N (N-cycloheptylthiourea). Reported procedure: Synthesis was performed from (2S)-2-amino-3-pyridin-3-ylpropanoic acid and N-cycloheptylthiourea according to Method E and C. Reactants: C[SiH](C)OC(C1CN(Cc2ccccc2)CC1c1ccccc1)C(C)(C)C, CO, O=C[O-], [NH4+], [OH-], [OH-], [Pd+2]. Product: C[SiH](C)OC(C1CNCC1c1ccccc1)C(C)(C)C. As a reaction SMILES: [CH2:1]([c:2]1[cH:3][cH:4][cH:5][cH:6][cH:7]1)[N:8]1[CH2:9][CH:10]([CH:19]([O:20][SiH:21]([CH3:22])[CH3:23])[C:24]([CH3:25])([CH3:26])[CH3:27])[CH:11]([c:13]2[cH:14][cH:15][cH:16][cH:17][cH:18]2)[CH2:12]1.[CH3:32][OH:33].[CH:28]([O-:29])=[O:30].[NH4+:31].[OH-:34].[OH-:36].[Pd+2:35]>>[NH:8]1[CH2:9][CH:10]([CH:19]([O:20][SiH:21]([CH3:22])[CH3:23])[C:24]([CH3:25])([CH3:26])[CH3:27])[CH:11]([c:13]2[cH:14][cH:15][cH:16][cH:17][cH:18]2)[CH2:12]1. Reactants: CC1(OC(C(C(O1)=O)C(C1=CC=C(C=C1)C(F)(F)F)C1=CNC2=C(C=CC=C12)CSC)=O)C (2,2-Dimethyl-5-({7-[(methylsulfanyl)methyl]-1H-indol-3-yl}[4-(trifluoromethyl)phenyl]methyl)-1,3-dioxane-4,6-dione). Reagents/catalysts: [Cu] (copper). Run in N1=CC=CC=C1 (pyridine), C(C)O (ethanol). Product: CSCC=1C=CC=C2C(=CNC12)C(CC(=O)OCC)C1=CC=C(C=C1)C(F)(F)F (Ethyl 3-{7-[(methylsulfanyl)methyl]-1H-indol-3-yl}-3-[4-(trifluoromethyl)phenyl]propanoate). Reaction SMILES: [CH3:1][C:2]1(C)OC(=O)[CH:5]([CH:9]([C:20]2[C:28]3[C:23](=[C:24]([CH2:29][S:30][CH3:31])[CH:25]=[CH:26][CH:27]=3)[NH:22][CH:21]=2)[C:10]2[CH:15]=[CH:14][C:13]([C:16]([F:19])([F:18])[F:17])=[CH:12][CH:11]=2)[C:4](=[O:32])[O:3]1>N1C=CC=CC=1.C(O)C.[Cu]>[CH3:31][S:30][CH2:29][C:24]1[CH:25]=[CH:26][CH:27]=[C:28]2[C:23]=1[NH:22][CH:21]=[C:20]2[CH:9]([C:10]1[CH:11]=[CH:12][C:13]([C:16]([F:17])([F:18])[F:19])=[CH:14][CH:15]=1)[CH2:5][C:4]([O:3][CH2:2][CH3:1])=[O:32]. Procedure: 0.7 mg (0.01 mmol) of copper powder was added to 504 mg (1.06 mmol) of the compound from Example 12A in 8 ml of pyridine and 2 ml of ethanol. The reaction mixture was heated under reflux for 1 h. It was concentrated, and the crude product was purified by preparative HPLC (RP18 column; mobile phase: acetonitrile/water gradient with addition of 0.1% formic acid) to result in 241 mg (54% of theory) of the title compound. Reactants: O.[OH-].[Li+] (lithium hydroxide monohydrate), O1C(CCCC1)O[C@H]1C=C[C@H](C1)OC(C)=O ((-)-acetic acid cis-4-(tetrahydro-pyran-2-yloxy)-cyclopent-2-enyl ester), COC(C)(C)C (tert-butyl methyl ether), O (water). Run in C1CCOC1.CO.O (THF methanol water), C(Cl)(Cl)Cl (chloroform). Conditions: time 3 hour. Yields the product O1C(CCCC1)O[C@H]1C=C[C@H](C1)O ((+)-cis-4-(tetrahydro-pyran-2-yloxy)-cyclopent-2-enol). Isolated yield 92.4%. As a reaction SMILES: [O:1]1[CH2:6][CH2:5][CH2:4][CH2:3][CH:2]1[O:7][C@@H:8]1[CH2:12][C@H:11]([O:13]C(=O)C)[CH:10]=[CH:9]1.O.[OH-].[Li+].COC(C)(C)C.O>C1COCC1.CO.O.C(Cl)(Cl)Cl>[O:1]1[CH2:6][CH2:5][CH2:4][CH2:3][CH:2]1[O:7][C@@H:8]1[CH2:12][C@H:11]([OH:13])[CH:10]=[CH:9]1 |f:1.2.3,6.7.8|. Reported procedure: Dissolve (-)-acetic acid cis-4-(tetrahydro-pyran-2-yloxy)-cyclopent-2-enyl ester (106 mg, 0.47 mmol, prepared in example 11) in THF/methanol/water (1.5/0.5/0.5 mL). Add lithium hydroxide monohydrate (0.57 mmol) with stirring. After stirring for about 3 hours at room temperature, dilute the reaction with tert-butyl methyl ether (10 mL) and water (10 mL). Extract with tert-butyl methyl ether (2×10 mL). Combine the organic extracts, dry over anhydrous magnesium sulfate, filter and concentrate under... The reactants are C(C)(C)(C)OC(=O)N1C(CCC1)C(=O)O ((RS)-pyrrolidine-1,2-dicarboxylic acid 1-tert-butyl ester), CNOC (N,O-dimethylhydroxylamine), Cl (HCl). The product is C(C)(C)(C)OC(=O)N1C(CCC1)C(N(C)OC)=O ((RS)-2-(Methoxy-methyl-carbamoyl)-pyrrolidine-1-carboxylic acid tert-butyl ester). Reaction SMILES: [C:1]([O:5][C:6]([N:8]1[CH2:12][CH2:11][CH2:10][CH:9]1[C:13]([OH:15])=O)=[O:7])([CH3:4])([CH3:3])[CH3:2].[CH3:16][NH:17][O:18][CH3:19].Cl>>[C:1]([O:5][C:6]([N:8]1[CH2:12][CH2:11][CH2:10][CH:9]1[C:13](=[O:15])[N:17]([O:18][CH3:19])[CH3:16])=[O:7])([CH3:2])([CH3:3])[CH3:4]. Procedure details: The title compound was prepared from (RS)-pyrrolidine-1,2-dicarboxylic acid 1-tert-butyl ester (14.8 g) and N,O-dimethylhydroxylamine.HCl (7.37 g) according to a procedure similar to that for Example 4. The reactants are CCO, Cl, COc1c(F)c(F)c([N+](=O)[O-])c(F)c1F, [Na+], [OH-], O, [Sn]. As a reaction SMILES: [CH3:20][CH2:21][OH:22].[ClH:17].[F:1][c:2]1[c:3]([N+:13]([O-:14])=[O:15])[c:4]([F:12])[c:5]([F:11])[c:6]([O:9][CH3:10])[c:7]1[F:8].[Na+:19].[OH-:18].[OH2:23].[Sn:16]>>[F:1][c:2]1[c:3]([NH2:13])[c:4]([F:12])[c:5]([F:11])[c:6]([O:9][CH3:10])[c:7]1[F:8]. Yields the product COc1c(F)c(F)c(N)c(F)c1F.